From a dataset of the Open Reaction Database (ORD), a public repository of structured organic reaction records. describe an organic reaction: reactants, conditions, products, and yield The reactants are O=C1CCC(=O)N1Cl, Fc1ccc(S)cc1. Yields the product Fc1ccc(SCl)cc1. RXN SMILES: [Cl:9][N:10]1[C:11](=[O:12])[CH2:13][CH2:14][C:15]1=[O:16].[F:1][c:2]1[cH:3][cH:4][c:5]([SH:8])[cH:6][cH:7]1>>[F:1][c:2]1[cH:3][cH:4][c:5]([S:8][Cl:9])[cH:6][cH:7]1. The reactants are NC=1C=C2C(=CNC2=CC1)CCNC(C)=O (N-[2-(5-Amino-1H-indol-3-yl)-ethyl]-acetamide), ClC(=O)OCC=C (allyl chloroformate). Product: C(C=C)OC(NC=1C=C2C(=CNC2=CC1)CCNC(C)=O)=O ([3-(2-Acetylamino-ethyl)-1H-indol-5-yl]-carbamic Acid Allyl Ester). As a reaction SMILES: [NH2:1][C:2]1[CH:3]=[C:4]2[C:8](=[CH:9][CH:10]=1)[NH:7][CH:6]=[C:5]2[CH2:11][CH2:12][NH:13][C:14](=[O:16])[CH3:15].Cl[C:18]([O:20][CH2:21][CH:22]=[CH2:23])=[O:19]>>[CH2:21]([O:20][C:18](=[O:19])[NH:1][C:2]1[CH:3]=[C:4]2[C:8](=[CH:9][CH:10]=1)[NH:7][CH:6]=[C:5]2[CH2:11][CH2:12][NH:13][C:14](=[O:16])[CH3:15])[CH:22]=[CH2:23]. Procedure: The product from example 3 (5 mmol) is then treated with allyl chloroformate in the same manner as above, and purified on silica gel with 5% methanol in chloroform as eluent.